From a dataset of the Open Reaction Database (ORD), a public repository of structured organic reaction records. describe an organic reaction: reactants, conditions, products, and yield Starting materials: NC1=CC(=C(C(=O)NCCN(CC)CC)C=C1Cl)OC (4-amino-5-chloro-N-[2-(diethylamino)ethyl]-2-methoxybenzamide), NC1=CC(=C(C(=O)N[C@@H]2[C@@H](CN(CC2)CCCOC2=CC=C(C=C2)F)OC)C=C1Cl)OC (cis-4-amino-5-chloro-N-{1-[3-(4-fluorophenoxy)propyl]-3-methoxy-4-piperidinyl}-2-methoxybenzamide). The product is NC1=CC(=C(C(=O)N[C@@H]2[C@@H](CN(CC2)CCCOC2=CC=C(C=C2)F)OC)C=C1Cl)O (Cis-4-amino-5-chloro-N-{1-[3-(4-fluorophenoxy)propyl]-3-methoxy-4-piperidinyl}-2-hydroxybenzamide). Isolated yield 54.0%. As a reaction SMILES: NC1C(Cl)=CC(C(NCCN(CC)CC)=O)=C(OC)C=1.[NH2:21][C:22]1[C:49]([Cl:50])=[CH:48][C:25]([C:26]([NH:28][C@H:29]2[CH2:34][CH2:33][N:32]([CH2:35][CH2:36][CH2:37][O:38][C:39]3[CH:44]=[CH:43][C:42]([F:45])=[CH:41][CH:40]=3)[CH2:31][C@H:30]2[O:46][CH3:47])=[O:27])=[C:24]([O:51]C)[CH:23]=1>>[NH2:21][C:22]1[C:49]([Cl:50])=[CH:48][C:25]([C:26]([NH:28][C@H:29]2[CH2:34][CH2:33][N:32]([CH2:35][CH2:36][CH2:37][O:38][C:39]3[CH:40]=[CH:41][C:42]([F:45])=[CH:43][CH:44]=3)[CH2:31][C@H:30]2[O:46][CH3:47])=[O:27])=[C:24]([OH:51])[CH:23]=1. Procedure details: The general procedure of Preparation No. 1 was repeated except that the 4-amino-5-chloro-N-[2-(diethylamino)ethyl]-2-methoxybenzamide utilized therein was replaced by cis-4-amino-5-chloro-N-{1-[3-(4-fluorophenoxy)propyl]-3-methoxy-4-piperidinyl}-2-methoxybenzamide (2 g, 4.3 mmoles) [prepared according to the procedure described in published European patent application No. 76,530 (1983)]. The product was crystallized from 2-propanol to give the title product in 54% yield, mp. 146°-148° C.